From a dataset of the Open Reaction Database (ORD), a public repository of structured organic reaction records. describe an organic reaction: reactants, conditions, products, and yield Reactants: CC=1C=2N(C=C(C1)C1=CC=C(C=C1)C(F)(F)F)C(=CN2)C(=O)O (8-methyl-6-(4-trifluoromethyl-phenyl)-imidazo[1,2-a]pyridine-3-carboxylic acid), ONC(=N)C=1SC(=CC1)S(N)(=O)=O (N-hydroxy-5-sulfamoyl-thiophene-2-carboxamidine). The product is CC=1C=2N(C=C(C1)C1=CC=C(C=C1)C(F)(F)F)C(=CN2)C2=NC(=NO2)C2=CC=C(S2)S(=O)(=O)N (5-{5-[8-Methyl-6-(4-trifluoromethyl-phenyl)-imidazo[1,2-a]pyridin-3-yl]-[1,2,4]oxadiazol-3-yl}-thiophene-2-sulfonic Acid Amide). Reaction SMILES: [CH3:1][C:2]1[C:3]2[N:4]([C:18]([C:21](O)=[O:22])=[CH:19][N:20]=2)[CH:5]=[C:6]([C:8]2[CH:13]=[CH:12][C:11]([C:14]([F:17])([F:16])[F:15])=[CH:10][CH:9]=2)[CH:7]=1.O[NH:25][C:26]([C:28]1[S:29][C:30]([S:33](=[O:36])(=[O:35])[NH2:34])=[CH:31][CH:32]=1)=[NH:27]>>[CH3:1][C:2]1[C:3]2[N:4]([C:18]([C:21]3[O:22][N:27]=[C:26]([C:28]4[S:29][C:30]([S:33]([NH2:34])(=[O:36])=[O:35])=[CH:31][CH:32]=4)[N:25]=3)=[CH:19][N:20]=2)[CH:5]=[C:6]([C:8]2[CH:9]=[CH:10][C:11]([C:14]([F:15])([F:16])[F:17])=[CH:12][CH:13]=2)[CH:7]=1. Procedure: The title compound was prepared from 8-methyl-6-(4-trifluoromethyl-phenyl)-imidazo[1,2-a]pyridine-3-carboxylic acid (example C.34) (160 mg, 0.5 mmol) and N-hydroxy-5-sulfamoyl-thiophene-2-carboxamidine (example B.2) (166 mg, 0.75 mmol) according to general procedure II. Obtained after purification by column chromatography (dichloromethane/MeOH/NH4OH) and crystallization (diethyl ether/MeOH) as a pink solid (147 mg, 58%). MS (EI) 505.1 [(M)+]; mp 285° C.